This data is from the Open Reaction Database (ORD), a public repository of structured organic reaction records. The task is: describe an organic reaction: reactants, conditions, products, and yield Reactants: C[Mg]Br (methylmagnesium bromide), CON(C(=O)C=1C=NC(=CC1)C(F)(F)F)C (N-methoxy-N-methyl-6-(trifluoromethyl)pyridine-3-carboxamide), C(=O)(O)[O-].[Na+] (NaHCO3). Run in C1CCOC1 (THF). Reaction conditions: time 16 hour. Yields the product FC(C1=CC=C(C=N1)C(C)=O)(F)F (1-[6-(Trifluoromethyl)-3-pyridyl]ethanone). The yield is 98.7%. RXN SMILES: CON(C)[C:4]([C:6]1[CH:7]=[N:8][C:9]([C:12]([F:15])([F:14])[F:13])=[CH:10][CH:11]=1)=[O:5].[CH3:17][Mg]Br.C([O-])(O)=O.[Na+]>C1COCC1>[F:13][C:12]([F:15])([F:14])[C:9]1[N:8]=[CH:7][C:6]([C:4](=[O:5])[CH3:17])=[CH:11][CH:10]=1 |f:2.3|. Procedure details: Dissolve N-methoxy-N-methyl-6-(trifluoromethyl)pyridine-3-carboxamide (0.685 g, 2.92 mmol) in THF (20 mL). Add methylmagnesium bromide (3.0 M in EtO2, 1.950 mL, 5.850 mmol). Stir the mixture for 16 hours. Pour the reaction mixture into a saturated NaHCO3 aqueous solution (20 mL). Extract with EtOAc (3×20 mL). Wash the combined organic extracts with water (30 mL) and saturated sodium chloride (2×30 mL). Dry the organic extracts over sodium sulfate; filter; collect the filtrate; and concentrate th... Reactants: COC(=O)C=C1CCN(C(=O)OC(C)(C)C)CC1, C, CCO, [Pd]. Yields the product COC(=O)CC1CCN(C(=O)OC(C)(C)C)CC1. Reaction SMILES: [C:1]([CH3:2])([CH3:3])([CH3:4])[O:5][C:6](=[O:7])[N:8]1[CH2:9][CH2:10][C:11](=[CH:14][C:15](=[O:16])[O:17][CH3:18])[CH2:12][CH2:13]1.[C:22].[CH3:19][CH2:20][OH:21].[Pd:23]>>[C:1]([CH3:2])([CH3:3])([CH3:4])[O:5][C:6](=[O:7])[N:8]1[CH2:9][CH2:10][CH:11]([CH2:14][C:15](=[O:16])[O:17][CH3:18])[CH2:12][CH2:13]1. Starting materials: [Li]CCCC, CI, [Na+], C1CCOC1, O=C(O)c1ccc2c(c1)OCO2, [OH-], O. Product: Cc1c(C(=O)O)ccc2c1OCO2. RXN SMILES: [CH2:1]([Li:2])[CH2:3][CH2:4][CH3:5].[CH3:18][I:19].[Na+:21].[O:22]1[CH2:23][CH2:24][CH2:25][CH2:26]1.[O:6]1[CH2:7][O:8][c:9]2[c:10]1[cH:11][cH:12][c:13]([C:15](=[O:16])[OH:17])[cH:14]2.[OH-:20].[OH2:27]>>[CH3:1][c:14]1[c:9]2[c:10]([cH:11][cH:12][c:13]1[C:15](=[O:16])[OH:17])[O:6][CH2:7][O:8]2. The reactants are solution, N (NH3), C1(=CC=CC=C1)S(=O)(=O)C=1C(=NN2C1N=C(C=C2Cl)COC)SC (3-benzenesulphonyl-7-chloro-5-methoxymethyl-2-methylsulphanyl-pyrazolo[1,5-a]-pyrimidine). Solvent: CO (MeOH), CN(C)C=O (DMF). Run at time 2 hour. The product is C1(=CC=CC=C1)S(=O)(=O)C=1C(=NN2C1N=C(C=C2N)COC)SC (3-benzenesulphonyl-5-methoxymethyl-2-methylsulphanyl-pyrazolo[1,5-a]pyrimidin-7-ylamine). The yield is 80.0%. As a reaction SMILES: [NH3:1].[C:2]1([S:8]([C:11]2[C:12]([S:24][CH3:25])=[N:13][N:14]3[C:19](Cl)=[CH:18][C:17]([CH2:21][O:22][CH3:23])=[N:16][C:15]=23)(=[O:10])=[O:9])[CH:7]=[CH:6][CH:5]=[CH:4][CH:3]=1>CO.CN(C=O)C>[C:2]1([S:8]([C:11]2[C:12]([S:24][CH3:25])=[N:13][N:14]3[C:19]([NH2:1])=[CH:18][C:17]([CH2:21][O:22][CH3:23])=[N:16][C:15]=23)(=[O:10])=[O:9])[CH:7]=[CH:6][CH:5]=[CH:4][CH:3]=1. Reported procedure: 10 ml of a 50% solution of NH3 in MeOH was added to a solution of 0.50 g (1.3 mmol) of 3-benzenesulphonyl-7-chloro-5-methoxymethyl-2-methylsulphanyl-pyrazolo[1,5-a]-pyrimidine in 10 ml of DMF and stirred at RT for 2 hrs. The reaction solution was evaporated and the residue was partitioned between 2N NaOH and CH2Cl2. The aqueous phase was extracted three times with CH2Cl2, and the combined organic phases were dried (MgSO4), filtered and evaporated. Subsequent chromatography (SiO2, CH2Cl2/MeOH 10:... Starting materials: O (Water), C(C)OC(=O)C=1OC2=C(C1)C=CC(=C2)O (6-hydroxy-benzofuran-2-carboxylic acid ethyl ester), [H-].[Na+] (sodium hydride), BrCC#CC (1-bromo-2-butyne). Solvent: O1CCCC1 (tetrahydrofuran), CN(C=O)C (N,N-dimethylformamide). Reaction conditions: time 1 hour. Product: C(C)OC(=O)C=1OC2=C(C1)C=CC(=C2)OCC#CC (6-But-2-ynyloxy-benzofuran-2-carboxlic acid ethyl ester). The yield is 81.0%. As a reaction SMILES: [CH2:1]([O:3][C:4]([C:6]1[O:7][C:8]2[CH:14]=[C:13]([OH:15])[CH:12]=[CH:11][C:9]=2[CH:10]=1)=[O:5])[CH3:2].[H-].[Na+].Br[CH2:19][C:20]#[C:21][CH3:22].O>O1CCCC1.CN(C)C=O>[CH2:1]([O:3][C:4]([C:6]1[O:7][C:8]2[CH:14]=[C:13]([O:15][CH2:19][C:20]#[C:21][CH3:22])[CH:12]=[CH:11][C:9]=2[CH:10]=1)=[O:5])[CH3:2] |f:1.2|. Procedure details: To a mixed solution of 6-hydroxy-benzofuran-2-carboxylic acid ethyl ester (250 mg, 1.21 mmol) in tetrahydrofuran (5 mL) and N,N-dimethylformamide (5 mL) were added sodium hydride (58 mg, 2.42 mmol) and 1-bromo-2-butyne (127 μL) at room temperature, which was stirred at room temperature for 1 hour. Water was added to the reaction solution followed by extraction with ethyl acetate. The organic layer was washed with water and sat. NaCl followed by drying over anhydrous magnesium sulfate and filteri... Reported procedure: AlCl3 (307 mg, 2.30 mmol) was added to a solution of N-butyl-N-methyl-3-{(4-chloro-2-methoxybenzoyl)amino}benzamide (345 mg, 0.92 mmol) in CH2Cl2 (3.7 mL) at 25°. The mixture was kept at 25° for 17 h. The mixture then was partitioned between EtOAc (75 mL) and aqueous 1 N HCl (50 mL). The organic layer was dried (MgSO4), filtered and concentrated under reduced pressure. The residue was purified by flash chromatography (10-40μ silica gel, EtOAc:hexane, 1:1) to give the title compound (272 mg, 82% ... The solvent is C(Cl)Cl (CH2Cl2). Run at time 17 hour. The yield is 81.9%. Starting materials: [Al+3].[Cl-].[Cl-].[Cl-] (AlCl3), C(CCC)N(C(C1=CC(=CC=C1)NC(C1=C(C=C(C=C1)Cl)OC)=O)=O)C (N-butyl-N-methyl-3-{(4-chloro-2-methoxybenzoyl)amino}benzamide). Reaction SMILES: [Al+3].[Cl-].[Cl-].[Cl-].[CH2:5]([N:9]([CH3:30])[C:10](=[O:29])[C:11]1[CH:16]=[CH:15][CH:14]=[C:13]([NH:17][C:18](=[O:28])[C:19]2[CH:24]=[CH:23][C:22]([Cl:25])=[CH:21][C:20]=2[O:26]C)[CH:12]=1)[CH2:6][CH2:7][CH3:8]>C(Cl)Cl>[CH2:5]([N:9]([CH3:30])[C:10](=[O:29])[C:11]1[CH:16]=[CH:15][CH:14]=[C:13]([NH:17][C:18](=[O:28])[C:19]2[CH:24]=[CH:23][C:22]([Cl:25])=[CH:21][C:20]=2[OH:26])[CH:12]=1)[CH2:6][CH2:7][CH3:8] |f:0.1.2.3|. Yields the product C(CCC)N(C(C1=CC(=CC=C1)NC(C1=C(C=C(C=C1)Cl)O)=O)=O)C (N-Butyl-N-methyl-3-{(4-chloro-2-hydroxybenzoyl)amino)benzamide).